From a dataset of the Open Reaction Database (ORD), a public repository of structured organic reaction records. describe an organic reaction: reactants, conditions, products, and yield Starting materials: NC=1SC2=C(N1)C=CC=C2 (2-Aminobenzothiazole), C(C)OCC(=O)Cl (ethoxyacetyl chloride). Run in N1=CC=CC=C1 (pyridine). Run at time 2 hour. Yields the product C(C)OCC(=O)NC=1SC2=C(N1)C=CC=C2 (2-(ethoxyacetylamino)benzothiazole). RXN SMILES: [NH2:1][C:2]1[S:3][C:4]2[CH:10]=[CH:9][CH:8]=[CH:7][C:5]=2[N:6]=1.[CH2:11]([O:13][CH2:14][C:15](Cl)=[O:16])[CH3:12]>N1C=CC=CC=1>[CH2:11]([O:13][CH2:14][C:15]([NH:1][C:2]1[S:3][C:4]2[CH:10]=[CH:9][CH:8]=[CH:7][C:5]=2[N:6]=1)=[O:16])[CH3:12]. Procedure details: 2-Aminobenzothiazole (4.5 g) is dissolved in pyridine (100 ml) and thereto is added dropwise ethoxyacetyl chloride (3.0 ml) at room temperature. After the mixture is stirred at room temperature for 2 hours, the solvent is distilled off. The resulting solids are washed with water, dried and recrystallized from a mixed solvent of diethyl ether/n-hexane to give the title compound (4.5 g) having the following physical properties.